Dataset: the Open Reaction Database (ORD), a public repository of structured organic reaction records. Task: describe an organic reaction: reactants, conditions, products, and yield The reactants are Nc1ccc(Br)cc1, C1CCOC1, [Li]CCCC, CC1=C(C)C([Si](C)(C)Cl)C(C)=C1C. The product is CC1=C(C)C([Si](C)(C)Nc2ccc(Br)cc2)C(C)=C1C. RXN SMILES: [Br:1][c:2]1[cH:3][cH:4][c:5]([NH2:6])[cH:7][cH:8]1.[CH2:27]1[O:28][CH2:29][CH2:30][CH2:31]1.[CH3:9][CH2:10][CH2:11][CH2:12][Li:13].[Cl:14][Si:15]([CH:16]1[C:17]([CH3:24])=[C:18]([CH3:23])[C:19]([CH3:22])=[C:20]1[CH3:21])([CH3:25])[CH3:26]>>[Br:1][c:2]1[cH:3][cH:4][c:5]([NH:6][Si:15]([CH:16]2[C:17]([CH3:24])=[C:18]([CH3:23])[C:19]([CH3:22])=[C:20]2[CH3:21])([CH3:25])[CH3:26])[cH:7][cH:8]1.